Dataset: the Open Reaction Database (ORD), a public repository of structured organic reaction records. Task: describe an organic reaction: reactants, conditions, products, and yield The reactants are Cc1ccccc1, Cc1nc(N)nc2c1C(=S)NC(c1ccc(F)cc1Br)C2, COC(=O)C(CCON1C(=O)c2ccccc2C1=O)OC. As a reaction SMILES: [CH3:43][c:44]1[cH:45][cH:46][cH:47][cH:48][cH:49]1.[NH2:1][c:2]1[n:3][c:4]([CH3:21])[c:5]2[c:6]([n:7]1)[CH2:8][CH:9]([c:13]1[c:14]([Br:20])[cH:15][c:16]([F:19])[cH:17][cH:18]1)[NH:10][C:11]2=[S:12].[O:22]=[C:23]1[N:24]([O:33][CH2:34][CH2:35][CH:36]([C:37](=[O:38])[O:39][CH3:40])[O:41][CH3:42])[C:31](=[O:32])[c:26]2[c:25]1[cH:30][cH:29][cH:28][cH:27]2>>[NH2:1][c:2]1[n:3][c:4]([CH3:21])[c:5]2[c:6]([n:7]1)[CH2:8][CH:9]([c:13]1[c:14]([Br:20])[cH:15][c:16]([F:19])[cH:17][cH:18]1)[NH:10][C:11]2=[N:24][O:33][CH2:34][CH2:35][CH:36]([C:37](=[O:38])[O:39][CH3:40])[O:41][CH3:42]. Yields the product COC(=O)C(CCON=C1NC(c2ccc(F)cc2Br)Cc2nc(N)nc(C)c21)OC.